Dataset: the Open Reaction Database (ORD), a public repository of structured organic reaction records. Task: describe an organic reaction: reactants, conditions, products, and yield Starting materials: NC=1N=C(C(=NC1Cl)C#N)C#N (5-amino-6-chloro-2,3-dicyanopyrazine), ClC1=C(C=CC=C1Cl)S(=O)(=O)Cl (2,3-dichlorobenzenesulfonyl chloride), C[O-].[Na+] (sodium methoxide). Product: ClC1=C(C=CC=C1Cl)S(=O)(=O)NC1=NC(=C(N=C1OC)C#N)C#N (2,3-Dichloro-N-(5,6-dicyano-3-methoxy-2-pyrazinyl)benzenesulphonamide). Reaction SMILES: [NH2:1][C:2]1[N:3]=[C:4]([C:11]#[N:12])[C:5]([C:9]#[N:10])=[N:6][C:7]=1Cl.[Cl:13][C:14]1[C:19]([Cl:20])=[CH:18][CH:17]=[CH:16][C:15]=1[S:21](Cl)(=[O:23])=[O:22].[CH3:25][O-:26].[Na+]>>[Cl:13][C:14]1[C:19]([Cl:20])=[CH:18][CH:17]=[CH:16][C:15]=1[S:21]([NH:1][C:2]1[C:7]([O:26][CH3:25])=[N:6][C:5]([C:9]#[N:10])=[C:4]([C:11]#[N:12])[N:3]=1)(=[O:23])=[O:22] |f:2.3|. Procedure: Prepared by the method outlined in Example 1 using 5-amino-6-chloro-2,3-dicyanopyrazine (1.8 g) and 2,3-dichlorobenzenesulfonyl chloride (2.7 g). The adduct was reacted by the method outlined in example 31b using sodium methoxide to afford the sub-titled compound that was used directly. Product: CC(C)(C)OC(=O)N1CCC(c2cc(N(COCC[Si](C)(C)C)COCC[Si](C)(C)C)n3ncc(-c4cnc5ccccc5c4)c3n2)C1. Reactants: CC(C)(C)OC(=O)N1CCC(c2cc(N(COCC[Si](C)(C)C)COCC[Si](C)(C)C)n3ncc(I)c3n2)C1, [K+], [K+], [K+], C1COCCO1, O, O=P([O-])([O-])[O-], OB(O)c1cnc2ccccc2c1. RXN SMILES: [CH3:1][Si:2]([CH2:3][CH2:4][O:5][CH2:6][N:7]([c:8]1[cH:9][c:10]([CH:18]2[CH2:19][N:20]([C:23](=[O:24])[O:25][C:26]([CH3:27])([CH3:28])[CH3:29])[CH2:21][CH2:22]2)[n:11][c:12]2[n:13]1[n:14][cH:15][c:16]2[I:17])[CH2:30][O:31][CH2:32][CH2:33][Si:34]([CH3:35])([CH3:36])[CH3:37])([CH3:38])[CH3:39].[K+:58].[K+:59].[K+:60].[O:61]1[CH2:62][CH2:63][O:64][CH2:65][CH2:66]1.[OH2:67].[P:53]([O-:54])([O-:55])([O-:56])=[O:57].[n:40]1[cH:41][c:42]([B:50]([OH:51])[OH:52])[cH:43][c:44]2[cH:45][cH:46][cH:47][cH:48][c:49]12>>[CH3:1][Si:2]([CH2:3][CH2:4][O:5][CH2:6][N:7]([c:8]1[cH:9][c:10]([CH:18]2[CH2:19][N:20]([C:23](=[O:24])[O:25][C:26]([CH3:27])([CH3:28])[CH3:29])[CH2:21][CH2:22]2)[n:11][c:12]2[n:13]1[n:14][cH:15][c:16]2-[c:42]1[cH:41][n:40][c:49]2[c:44]([cH:43]1)[cH:45][cH:46][cH:47][cH:48]2)[CH2:30][O:31][CH2:32][CH2:33][Si:34]([CH3:35])([CH3:36])[CH3:37])([CH3:38])[CH3:39]. Reactants: C(C)(C)C1=NC2=C(C(NC=C2Br)=O)N1 (2-isopropyl-3,5-dihydro-7-bromoimidazo-[4,5-c]pyridin-4-one), C(#N)[Cu] (CuCN). Solvent: CN(C)C=O (DMF). The product is C(C)(C)C1=NC2=C(C(NC=C2C#N)=O)N1 (2-isopropyl-3,5-dihydro-7-cyanoimidazo[4,5-c]pyridin-4-one). RXN SMILES: [CH:1]([C:4]1[NH:14][C:7]2[C:8](=[O:13])[NH:9][CH:10]=[C:11](Br)[C:6]=2[N:5]=1)([CH3:3])[CH3:2].[C:15]([Cu])#[N:16]>CN(C=O)C>[CH:1]([C:4]1[NH:14][C:7]2[C:8](=[O:13])[NH:9][CH:10]=[C:11]([C:15]#[N:16])[C:6]=2[N:5]=1)([CH3:3])[CH3:2]. Procedure details: By reaction of 2-isopropyl-3,5-dihydro-7-bromoimidazo-[4,5-c]pyridin-4-one with CuCN in DMF by customary methods (Ellefson et al., J. Med. Chem. 1976, 19), 2-isopropyl-3,5-dihydro-7-cyanoimidazo[4,5-c]pyridin-4-one is obtained. This is then hydrolysed and alkylated analogously to Examples 1 and 4 and hydrogenated analogously to Example 3. In this process, the carboxylic acid derivatives listed under Example 6 are obtained. Starting materials: NC1=CC(=NC2=CC=CC=C12)C(=O)O (4-Aminoquinoline-2-carboxylic Acid), C1(=CC=CC=C1)C1=NOC(=C1)CN1CCC(CC1)CN (1-{1-[(3-phenyl-5-isoxazolyl)methyl]-4-piperidinyl}methanamine). Reaction SMILES: [NH2:1][C:2]1[C:11]2[C:6](=[CH:7][CH:8]=[CH:9][CH:10]=2)[N:5]=[C:4]([C:12]([OH:14])=O)[CH:3]=1.[C:15]1([C:21]2[CH:25]=[C:24]([CH2:26][N:27]3[CH2:32][CH2:31][CH:30]([CH2:33][NH2:34])[CH2:29][CH2:28]3)[O:23][N:22]=2)[CH:20]=[CH:19][CH:18]=[CH:17][CH:16]=1>>[NH2:1][C:2]1[C:11]2[C:6](=[CH:7][CH:8]=[CH:9][CH:10]=2)[N:5]=[C:4]([C:12]([NH:34][CH2:33][CH:30]2[CH2:29][CH2:28][N:27]([CH2:26][C:24]3[O:23][N:22]=[C:21]([C:15]4[CH:20]=[CH:19][CH:18]=[CH:17][CH:16]=4)[CH:25]=3)[CH2:32][CH2:31]2)=[O:14])[CH:3]=1. Product: NC1=CC(=NC2=CC=CC=C12)C(=O)NCC1CCN(CC1)CC1=CC(=NO1)C1=CC=CC=C1 (4-Amino-N-((1-((3-phenylisoxazol-5-yl)methyl)piperidin-4-yl)methyl)quinoline-2-carboxamide). Procedure details: According to the same procedure described in Example 225, using the compound prepared in Example 275 instead of 4-amino-5-cyano-6-ethoxypicolinic acid, and using 1-{1-[(3-phenyl-5-isoxazolyl)methyl]-4-piperidinyl}methanaminethe compound prepared in Example 9 instead of tert-butyl 4-(aminomethyl)piperidine-1-carboxylate the title compound having the following physical data was obtained.